From a dataset of the Open Reaction Database (ORD), a public repository of structured organic reaction records. describe an organic reaction: reactants, conditions, products, and yield The reactants are O=C([O-])[O-], COC(C)(C)C, CO, OB(O)c1ccc(F)cc1Cl, COC(=O)c1ccnc(Cl)c1, Cl, [K+], [K+], Cl[Pd]Cl. Yields the product COC(=O)c1ccnc(-c2ccc(F)cc2Cl)c1. As a reaction SMILES: [C:23](=[O:24])([O-:25])[O-:26].[C:32]([O:33][CH3:34])([CH3:35])([CH3:36])[CH3:37].[CH3:30][OH:31].[Cl:12][c:13]1[c:14]([B:20]([OH:21])[OH:22])[cH:15][cH:16][c:17]([F:19])[cH:18]1.[Cl:1][c:2]1[cH:3][c:4]([C:5](=[O:6])[O:7][CH3:8])[cH:9][cH:10][n:11]1.[ClH:29].[K+:27].[K+:28].[Pd:38]([Cl:39])[Cl:40]>>[c:2]1(-[c:14]2[c:13]([Cl:12])[cH:18][c:17]([F:19])[cH:16][cH:15]2)[cH:3][c:4]([C:5](=[O:6])[O:7][CH3:8])[cH:9][cH:10][n:11]1. Reactants: O=C(n1ccnc1)n1ccnc1, NCCNCc1ccccc1, O=C(Nc1cccc2c(NCCNCc3ccccc3)ccnc12)c1c(Cl)cccc1Cl, CN(C)C=O, O=C(Nc1cccc2c(Cl)ccnc12)c1c(Cl)cccc1Cl, C1CCC2=NCCCN2CC1. Product: O=C(Nc1cccc2c(N3CCN(Cc4ccccc4)C3=O)ccnc12)c1c(Cl)cccc1Cl. RXN SMILES: [C:66]([n:67]1[cH:68][cH:69][n:70][cH:71]1)([n:72]1[cH:73][cH:74][n:75][cH:76]1)=[O:77].[CH2:23]([NH:24][CH2:25][CH2:26][NH2:27])[c:28]1[cH:29][cH:30][cH:31][cH:32][cH:33]1.[CH2:34]([c:35]1[cH:36][cH:37][cH:38][cH:39][cH:40]1)[NH:41][CH2:42][CH2:43][NH:44][c:45]1[cH:46][cH:47][n:48][c:49]2[c:50]([NH:55][C:56]([c:57]3[c:58]([Cl:64])[cH:59][cH:60][cH:61][c:62]3[Cl:63])=[O:65])[cH:51][cH:52][cH:53][c:54]12.[CH3:89][N:90]([CH3:91])[CH:92]=[O:93].[Cl:1][c:2]1[c:3]2[c:4]([c:5]([NH:6][C:13]([c:7]3[c:8]([Cl:9])[cH:10][cH:11][cH:12][c:14]3[Cl:15])=[O:22])[cH:16][cH:17][cH:18]2)[n:19][cH:20][cH:21]1.[N:78]12[CH2:79][CH2:80][CH2:81][N:82]=[C:83]1[CH2:84][CH2:85][CH2:86][CH2:87][CH2:88]2>>[C:13]1(=[O:22])[N:41]([CH2:34][c:35]2[cH:36][cH:37][cH:38][cH:39][cH:40]2)[CH2:42][CH2:43][N:44]1[c:45]1[cH:46][cH:47][n:48][c:49]2[c:50]([NH:55][C:56]([c:57]3[c:58]([Cl:64])[cH:59][cH:60][cH:61][c:62]3[Cl:63])=[O:65])[cH:51][cH:52][cH:53][c:54]12. Reactants: CC1CNC(=O)C(C)N(C(=O)CC(Cc2cc(F)c(F)cc2F)NC(=O)OC(C)(C)C)C1, Cl, C1COCCO1. The product is Cl, CC1CNC(=O)C(C)N(C(=O)CC(N)Cc2cc(F)c(F)cc2F)C1. As a reaction SMILES: [C:1]([O:2][C:3](=[O:4])[NH:8][CH:9]([CH2:10][C:11](=[O:12])[N:13]1[CH:14]([CH3:22])[C:15](=[O:21])[NH:16][CH2:17][CH:18]([CH3:20])[CH2:19]1)[CH2:23][c:24]1[c:25]([F:32])[cH:26][c:27]([F:31])[c:28]([F:30])[cH:29]1)([CH3:5])([CH3:6])[CH3:7].[ClH:33].[O:34]1[CH2:35][CH2:36][O:37][CH2:38][CH2:39]1>>[ClH:33].[NH2:8][CH:9]([CH2:10][C:11](=[O:12])[N:13]1[CH:14]([CH3:22])[C:15](=[O:21])[NH:16][CH2:17][CH:18]([CH3:20])[CH2:19]1)[CH2:23][c:24]1[c:25]([F:32])[cH:26][c:27]([F:31])[c:28]([F:30])[cH:29]1. The reactants are C(#N)C1=CN=C(C2=C1NC=1C=C(C=CC21)C(=O)OC)C2=C(C(=CC=C2)N2C=NC1=C(C=CC=C1C2=O)F)C (methyl 4-cyano-1-(3-(8-fluoro-4-oxoquinazolin-3(4H)-yl)-2-methylphenyl)-5H-pyrido[4,3-b]indole-7-carboxylate), S(O)(O)(=O)=O (Sulfuric acid). Conditions: temperature 60 celsius. Yields the product COC(=O)C=1C=CC=2C3=C(NC2C1)C(=CN=C3C3=C(C(=CC=C3)N3C=NC1=C(C=CC=C1C3=O)F)C)C(N)=O (Methyl-4-carbamoyl-1-(3-(8-fluoro-4-oxoquinazolin-3(4H)-yl)-2-methylphenyl)-5H-pyrido[4,3-b]indole-7-carboxylate). RXN SMILES: [C:1]([C:3]1[C:8]2[NH:9][C:10]3[CH:11]=[C:12]([C:16]([O:18][CH3:19])=[O:17])[CH:13]=[CH:14][C:15]=3[C:7]=2[C:6]([C:20]2[CH:25]=[CH:24][CH:23]=[C:22]([N:26]3[C:35](=[O:36])[C:34]4[C:29](=[C:30]([F:37])[CH:31]=[CH:32][CH:33]=4)[N:28]=[CH:27]3)[C:21]=2[CH3:38])=[N:5][CH:4]=1)#[N:2].S(=O)(=O)(O)[OH:40]>>[CH3:19][O:18][C:16]([C:12]1[CH:13]=[CH:14][C:15]2[C:7]3[C:6]([C:20]4[CH:25]=[CH:24][CH:23]=[C:22]([N:26]5[C:35](=[O:36])[C:34]6[C:29](=[C:30]([F:37])[CH:31]=[CH:32][CH:33]=6)[N:28]=[CH:27]5)[C:21]=4[CH3:38])=[N:5][CH:4]=[C:3]([C:1](=[O:40])[NH2:2])[C:8]=3[NH:9][C:10]=2[CH:11]=1)=[O:17]. Procedure details: A stirred mixture of methyl 4-cyano-1-(3-(8-fluoro-4-oxoquinazolin-3(4H)-yl)-2-methylphenyl)-5H-pyrido[4,3-b]indole-7-carboxylate (0.172 g, 0.342 mmol) and 90% aqueous Sulfuric acid (2.000 ml, 36.8 mmol) was heated at 60° C. for 15-30 minutes. LC-MS showed complete conversion to the desired product plus the corresponding carboxylic acid as a minor product. The reaction mixture was cooled to 0° C. and carefully neutralized to approx. pH=5-6 with 50% NaOH solution then stirred overnight. The react...